From a dataset of the Open Reaction Database (ORD), a public repository of structured organic reaction records. describe an organic reaction: reactants, conditions, products, and yield Starting materials: ClC1=CC=C2CCNC2=C1 (6-chloroindoline), N1=CC=CC=C1 (pyridine), ClC1=NC=NC2=CC3=C(C=C12)OCCO3 (4-chloro-6,7-(ethylenedioxy)quinazoline). The solvent is CC(C)O (i-PrOH). Product: ClC1=CC=C2CCN(C2=C1)C1=NC=NC2=CC3=C(C=C12)OCCO3 (4-(6-chloro-2,3-dihydro-indol-1-yl)-7,8-dihydro-[1,4]dioxino [2,3-g]quinazoline). Isolated yield 87.0%. Reaction SMILES: [Cl:1][C:2]1[CH:10]=[C:9]2[C:5]([CH2:6][CH2:7][NH:8]2)=[CH:4][CH:3]=1.N1C=CC=CC=1.Cl[C:18]1[C:27]2[C:22](=[CH:23][C:24]3[O:31][CH2:30][CH2:29][O:28][C:25]=3[CH:26]=2)[N:21]=[CH:20][N:19]=1>CC(O)C>[Cl:1][C:2]1[CH:10]=[C:9]2[C:5]([CH2:6][CH2:7][N:8]2[C:18]2[C:27]3[C:22](=[CH:23][C:24]4[O:31][CH2:30][CH2:29][O:28][C:25]=4[CH:26]=3)[N:21]=[CH:20][N:19]=2)=[CH:4][CH:3]=1. Procedure details: To 6-chloroindoline (52 mg, 0.339 mmol) and pyridine (23.3 mg, 0.294 mmol) in i-PrOH (3 mL) was added 4-chloro-6,7-(ethylenedioxy)quinazoline (65 mg, 0.284 mmol). The mixture was heated to reflux under dry N2(g) for 16 hours and then concentrated in vacuo. The residue was partitioned between CHCl3 and saturated aqueous NaHCO3, and the organic phase was washed with brine, dried over Na2SO4(s), and concentrated in vacuo. The residue was flash chromatographed on silica using 30% acetone/hexanes to ... Reactants: ClCl (Chlorine), [N+](=O)([O-])C1=CC=C(C=C1)OC(F)(F)F (p-nitrotrifluoromethoxybenzene), ClCl (Cl2). The product is ClC1=CC=C(C=C1)OC(F)(F)F (p-chlorotrifluoromethoxybenzene). Isolated yield 83.0%. Reaction SMILES: [Cl:1]Cl.[N+]([C:6]1[CH:11]=[CH:10][C:9]([O:12][C:13]([F:16])([F:15])[F:14])=[CH:8][CH:7]=1)([O-])=O>>[Cl:1][C:6]1[CH:11]=[CH:10][C:9]([O:12][C:13]([F:16])([F:15])[F:14])=[CH:8][CH:7]=1. Procedure: Chlorine and p-nitrotrifluoromethoxybenzene (10.7 parts) were fed simultaneously at a molar ratio of 3:1, Cl2 : organic reactant, into a vapor phase reactor maintained at 300° to 320° C. over a 30 minute period to yield 8.2 parts of p-chlorotrifluoromethoxybenzene (83% yield). The structure of the product was confirmed by gas chromatographic-mass spectrum and F19 nuclear magnetic resonance analysis. Starting materials: CCCN(CCC)C(CCCN(C)Cc1ccc(CN(Cc2ncc[nH]2)Cc2nccn2C)cc1)C(=O)OCC, Cl, O. The product is CCCN(CCC)C(CCCN(C)Cc1ccc(CN(Cc2ncc[nH]2)Cc2nccn2C)cc1)C(=O)O. RXN SMILES: [CH2:1]([CH3:2])[O:3][C:4]([CH:5]([CH2:6][CH2:7][CH2:8][N:9]([CH3:10])[CH2:11][c:12]1[cH:13][cH:14][c:15]([CH2:18][N:19]([CH2:20][c:21]2[n:22]([CH3:26])[cH:23][cH:24][n:25]2)[CH2:27][c:28]2[nH:29][cH:30][cH:31][n:32]2)[cH:16][cH:17]1)[N:33]([CH2:34][CH2:35][CH3:36])[CH2:37][CH2:38][CH3:39])=[O:40].[ClH:41].[OH2:42]>>[O:3]=[C:4]([CH:5]([CH2:6][CH2:7][CH2:8][N:9]([CH3:10])[CH2:11][c:12]1[cH:13][cH:14][c:15]([CH2:18][N:19]([CH2:20][c:21]2[n:22]([CH3:26])[cH:23][cH:24][n:25]2)[CH2:27][c:28]2[nH:29][cH:30][cH:31][n:32]2)[cH:16][cH:17]1)[N:33]([CH2:34][CH2:35][CH3:36])[CH2:37][CH2:38][CH3:39])[OH:40]. The reactants are FC=1C=C(C=CC1)C(=O)N=C=S (3-fluoro-1-benzenecarbonyl isothiocyanate), FC=1C=C(C=CC1)C(=O)Cl (3-fluoro-1-benzenecarbonyl chloride), ClC1=C(N)C=CC(=C1)OC1=CC=NC2=CC(=C(C=C12)OC)OC (2-Chloro-4-[(6,7-dimethoxy-4-quinolyl)oxy]aniline). The solvent is C(C)O (ethanol), C(C)O (ethanol), C1(=CC=CC=C1)C (toluene). Run at time 2 hour. Yields the product FC=1C=C(C=CC1)C(=O)N=C=S (3-Fluoro-1-benzenecarbonyl isothiocyanate), ClC1=C(C=CC(=C1)OC1=CC=NC2=CC(=C(C=C12)OC)OC)NC(=S)NC(C1=CC(=CC=C1)F)=O (N-{2-Chloro-4-[(6,7-dimethoxy-4-quinolyl)oxy]phenyl}-N′-(3-fluorobenzoyl)thiourea). Yield: 58.0%. As a reaction SMILES: FC1C=C(C(Cl)=O)C=CC=1.[Cl:11][C:12]1[CH:18]=[C:17]([O:19][C:20]2[C:29]3[C:24](=[CH:25][C:26]([O:32][CH3:33])=[C:27]([O:30][CH3:31])[CH:28]=3)[N:23]=[CH:22][CH:21]=2)[CH:16]=[CH:15][C:13]=1[NH2:14].[F:34][C:35]1[CH:36]=[C:37]([C:41]([N:43]=[C:44]=[S:45])=[O:42])[CH:38]=[CH:39][CH:40]=1>C1(C)C=CC=CC=1.C(O)C>[F:34][C:35]1[CH:36]=[C:37]([C:41]([N:43]=[C:44]=[S:45])=[O:42])[CH:38]=[CH:39][CH:40]=1.[Cl:11][C:12]1[CH:18]=[C:17]([O:19][C:20]2[C:29]3[C:24](=[CH:25][C:26]([O:32][CH3:33])=[C:27]([O:30][CH3:31])[CH:28]=3)[N:23]=[CH:22][CH:21]=2)[CH:16]=[CH:15][C:13]=1[NH:14][C:44]([NH:43][C:41](=[O:42])[C:37]1[CH:38]=[CH:39][CH:40]=[C:35]([F:34])[CH:36]=1)=[S:45]. Procedure details: 3-Fluoro-1-benzenecarbonyl isothiocyanate was prepared using commercially available 3-fluoro-1-benzenecarbonyl chloride (80 mg) as a starting compound according to the description of the literature. 2-Chloro-4-[(6,7-dimethoxy-4-quinolyl)oxy]aniline (50 mg) was dissolved in toluene (5 ml) and ethanol (1 ml) to prepare a solution. A solution of 3-fluoro-1-benzenecarbonyl isothiocyanate in ethanol (1 ml) was then added to the solution, and the mixture was stirred at room temperature for 2 hr. The r... The reactants are Cc1cc(NC(=O)OCC(Cl)(Cl)Cl)sn1, CN(C)C=O, COC(=O)C(O)CC(C)C, c1ccc(P(c2ccccc2)c2ccccc2)cc1. Yields the product COC(=O)C(CC(C)C)N(C(=O)OCC(Cl)(Cl)Cl)c1cc(C)ns1. As a reaction SMILES: [CH3:1][c:2]1[n:3][s:4][c:5]([NH:7][C:8]([O:9][CH2:10][C:11]([Cl:12])([Cl:13])[Cl:14])=[O:15])[cH:6]1.[O:45]=[CH:46][N:47]([CH3:48])[CH3:49].[OH:16][CH:17]([C:18](=[O:19])[O:20][CH3:21])[CH2:22][CH:23]([CH3:24])[CH3:25].[c:26]1([P:27]([c:28]2[cH:29][cH:30][cH:31][cH:32][cH:33]2)[c:34]2[cH:35][cH:36][cH:37][cH:38][cH:39]2)[cH:40][cH:41][cH:42][cH:43][cH:44]1>>[CH3:1][c:2]1[n:3][s:4][c:5]([N:7]([C:8]([O:9][CH2:10][C:11]([Cl:12])([Cl:13])[Cl:14])=[O:15])[CH:17]([C:18](=[O:19])[O:20][CH3:21])[CH2:22][CH:23]([CH3:24])[CH3:25])[cH:6]1. Reactants: C(C)(=O)C1C(OC(OC1=O)(C)C)=O (5-acetyl-2,2-dimethyl-1,3-dioxane-4,6-dione), C(C)OC(C)OC1=CC=C(C=CCO)C=C1 (4-(1-ethoxyethoxy)cinnamyl alcohol), O1CCCC1 (tetrahydrofuran). Product: C(CC(=O)C)(=O)OCC=CC1=CC=C(C=C1)OCCOCC (4-[(1-ethoxy)ethoxy]cinnamyl acetoacetate). RXN SMILES: [C:1]([CH:4]1[C:9](=[O:10])[O:8][C:7]([CH3:12])(C)OC1=O)(=[O:3])[CH3:2].C(O[CH:17]([O:19][C:20]1[CH:29]=[CH:28][C:23]([CH:24]=CCO)=[CH:22][CH:21]=1)[CH3:18])C.[O:30]1CC[CH2:32][CH2:31]1>>[C:9]([O:8][CH2:7][CH:12]=[CH:24][C:23]1[CH:22]=[CH:21][C:20]([O:19][CH2:17][CH2:18][O:30][CH2:31][CH3:32])=[CH:29][CH:28]=1)(=[O:10])[CH2:4][C:1]([CH3:2])=[O:3]. Procedure: 18.6 Grams of 5-acetyl-2,2-dimethyl-1,3-dioxane-4,6-dione and 50 ml tetrahydrofuran solution containing 22.2 g of 4-(1-ethoxyethoxy)cinnamyl alcohol were refluxed for 6 hours. After the reaction was completed, the solvent was removed by evaporation, and the residue thus obtained was purified by means of a silica gel column chromatography (eluent: ethyl acetate:n-hexane=1:4) to yield 5.8 g of 4-[(1-ethoxy)ethoxy]cinnamyl acetoacetate as in the form of an oily substance. Starting materials: FC(F)(F)c1cc(-c2ccc(Cl)cc2)cc(-c2cccc(Br)c2)n1, CC1(C)OB(c2cnc(N)nc2)OC1(C)C. Reaction SMILES: [Br:1][c:2]1[cH:3][c:4](-[c:8]2[n:9][c:10]([C:21]([F:22])([F:23])[F:24])[cH:11][c:12](-[c:14]3[cH:15][cH:16][c:17]([Cl:20])[cH:18][cH:19]3)[cH:13]2)[cH:5][cH:6][cH:7]1.[NH2:25][c:26]1[n:27][cH:28][c:29]([B:32]2[O:33][C:34]([CH3:35])([CH3:36])[C:37]([CH3:38])([CH3:39])[O:40]2)[cH:30][n:31]1>>[c:2]1(-[c:29]2[cH:28][n:27][c:26]([NH2:25])[n:31][cH:30]2)[cH:3][c:4](-[c:8]2[n:9][c:10]([C:21]([F:22])([F:23])[F:24])[cH:11][c:12](-[c:14]3[cH:15][cH:16][c:17]([Cl:20])[cH:18][cH:19]3)[cH:13]2)[cH:5][cH:6][cH:7]1. Product: Nc1ncc(-c2cccc(-c3cc(-c4ccc(Cl)cc4)cc(C(F)(F)F)n3)c2)cn1.